Dataset: the Open Reaction Database (ORD), a public repository of structured organic reaction records. Task: describe an organic reaction: reactants, conditions, products, and yield Starting materials: NC1=C(C=C(C=2C(C3=CC=CC=C3C(C12)=O)=O)SC1=CC(=CC=C1)S(=O)(=O)CCO)Br (1-Amino-2-bromo-4-(3'-β-hydroxyethylsulfonylphenylthio)anthraquinone), CO (methanol), C([O-])([O-])=O.[K+].[K+] (potassium carbonate), C1(=CC=CC=C1)O (phenol). The solvent is CN(C=O)C (dimethylformamide), OS(=O)(=O)O.O=S(=O)=O (oleum). Product: C1=CC=CC=2C(C3=CC=CC=C3C(C12)=O)=O (anthraquinone). As a reaction SMILES: N[C:2]1[C:15]2[C:14](=[O:16])[C:13]3[C:8](=[CH:9][CH:10]=[CH:11][CH:12]=3)[C:7](=[O:17])[C:6]=2[C:5](SC2C=CC=C(S(CCO)(=O)=O)C=2)=[CH:4][C:3]=1Br.C1(O)C=CC=CC=1.C(=O)([O-])[O-].[K+].[K+].CO>CN(C)C=O.OS(O)(=O)=O.O=S(=O)=O>[CH:9]1[C:8]2[C:7](=[O:17])[C:6]3[C:15](=[CH:2][CH:3]=[CH:4][CH:5]=3)[C:14](=[O:16])[C:13]=2[CH:12]=[CH:11][CH:10]=1 |f:2.3.4,7.8|. Procedure: 1-Amino-2-bromo-4-(3'-β-hydroxyethylsulfonylphenylthio)anthraquinone (5.2 parts) and phenol (9.5 parts) were allowed to react with each other at 100° to 120° C. in dimethylformamide in the presence of potassium carbonate. After completion of the reaction, methanol was added thereto to deposit crystals, which were collected on a filter, well washed with water and then dried at 80° C. The product obtained was subjected to both sulfonation and esterification at 20° to 40° C. in 10% oleum. Thereafte... Starting materials: CCOC(=O)C1=Cc2cc(-c3ccc(CC)cc3)ccc2OCC1, CCO, [Na+], [OH-]. Product: CCc1ccc(-c2ccc3c(c2)C=C(C(=O)O)CCO3)cc1. RXN SMILES: [CH2:1]([CH3:2])[c:3]1[cH:4][cH:5][c:6](-[c:9]2[cH:10][cH:11][c:12]3[c:13]([cH:24]2)[CH:14]=[C:15]([C:19](=[O:20])[O:21][CH2:22][CH3:23])[CH2:16][CH2:17][O:18]3)[cH:7][cH:8]1.[CH3:27][CH2:28][OH:29].[Na+:26].[OH-:25]>>[CH2:1]([CH3:2])[c:3]1[cH:4][cH:5][c:6](-[c:9]2[cH:10][cH:11][c:12]3[c:13]([cH:24]2)[CH:14]=[C:15]([C:19](=[O:20])[OH:21])[CH2:16][CH2:17][O:18]3)[cH:7][cH:8]1.